From a dataset of the Open Reaction Database (ORD), a public repository of structured organic reaction records. describe an organic reaction: reactants, conditions, products, and yield Reactants: ClC(=O)OCC(C)C (isobutyl chloroformate), S(O)(O)(=O)=O (sulfuric acid), N1=CC=CC=C1 (pyridine), C1(=CC=CC=C1)[Mg]Cl (phenyl magnesium chloride). The reagents and catalysts are [Cu]I (CuI). Run in O1CCCC1 (tetrahydrofuran), O1CCCC1 (tetrahydrofuran), C1CCOC1 (THF). Reaction conditions: time 1 hour. Yields the product C(C(C)C)OC(=O)N1C=CC(C=C1)C1=CC=CC=C1 (1-isobutyloxycarbonyl-4-phenyl-1,4-dihydropyridine). Isolated yield 85.2%. As a reaction SMILES: [N:1]1[CH:6]=[CH:5][CH:4]=[CH:3][CH:2]=1.Cl[C:8]([O:10][CH2:11][CH:12]([CH3:14])[CH3:13])=[O:9].[C:15]1([Mg]Cl)[CH:20]=[CH:19][CH:18]=[CH:17][CH:16]=1.S(=O)(=O)(O)O>[Cu]I.C1COCC1>[CH2:11]([O:10][C:8]([N:1]1[CH:6]=[CH:5][CH:4]([C:15]2[CH:20]=[CH:19][CH:18]=[CH:17][CH:16]=2)[CH:3]=[CH:2]1)=[O:9])[CH:12]([CH3:14])[CH3:13]. Procedure details: 1.9 g (0.01 mole) of CuI was added to a mixture of 18.7 g (0.236 mole) of pyridine and 150 ml of tetrahydrofuran under a N2 atmosphere, with stirring. The mixture was stirred at room temperature until the mixture became a homogeneous solution, and thereafter a solution of 28.7 g (0.21 mole) of isobutyl chloroformate and 20 ml of tetrahydrofuran was added dropwise, on an ice bath, so that the inner temperature of the reactor could not exceed 20° C. Further, 100 ml of 2M phenyl magnesium chloride ...